This data is from the Open Reaction Database (ORD), a public repository of structured organic reaction records. The task is: describe an organic reaction: reactants, conditions, products, and yield Reactants: OC1(C(=C(C2=CC=CC=C12)C1=CC=CC=C1)C(=O)OCC)C1=CC2=C(C=C1)OCO2 (Ethyl (1RS)-1-Hydroxy-1-(3,4-methylenedioxyphenyl)-3-phenylindene-2-carboxylate), O=C1C(=C(C2=CC=CC=C12)C1=CC=CC=C1)C(=O)OCC (ethyl 1-oxo-3-phenylindene-2-carboxylate), C1OC=2C=C(C=CC2O1)[Mg]Br (3,4-methylenedioxyphenyl magnesium bromide). Run in C1CCOC1 (THF). Conditions: time 30 minute. The product is C1OC=2C=C(C=CC2O1)C1C(C(C2=CC=CC=C12)C1=CC=CC=C1)C(=O)O (1-(3,4-Methylenedioxyphenyl)-3-phenylindane-2-carboxylic acid). Isolated yield 72.0%. As a reaction SMILES: O[C:2]1([C:22]2[CH:27]=[CH:26][C:25]3[O:28][CH2:29][O:30][C:24]=3[CH:23]=2)[C:10]2[C:5](=[CH:6][CH:7]=[CH:8][CH:9]=2)[C:4]([C:11]2[CH:16]=[CH:15][CH:14]=[CH:13][CH:12]=2)=[C:3]1[C:17]([O:19]CC)=[O:18].O=C1C2C(=CC=CC=2)C(C2C=CC=CC=2)=C1C(OCC)=O.C1OC2C=CC([Mg]Br)=CC=2O1>C1COCC1>[CH2:29]1[O:28][C:25]2[CH:26]=[CH:27][C:22]([CH:2]3[C:10]4[C:5](=[CH:6][CH:7]=[CH:8][CH:9]=4)[CH:4]([C:11]4[CH:12]=[CH:13][CH:14]=[CH:15][CH:16]=4)[CH:3]3[C:17]([OH:19])=[O:18])=[CH:23][C:24]=2[O:30]1. Procedure: Ethyl (1RS)-1-Hydroxy-1-(3,4-methylenedioxyphenyl)-3-phenylindene-2-carboxylate. To a solution of ethyl 1-oxo-3-phenylindene-2-carboxylate (1.0 g, 3.6 mmol) in THF (35 ml) under an argon atmosphere at 0° C. was added a solution of freshly prepared 3,4-methylenedioxyphenyl magnesium bromide (5.4 mmol). After stirring for 30 min, the mixture was partitioned between 3M HCl and EtOAc. The organic extract was washed successively with H2O, 5% aqueous NaHCO3 and saturated aqueous NaCl and dried (MgSO4)... Starting materials: [Br-], CSc1ncc(C#N)c(-c2cnc3c(C(C)=O)cccn23)n1, C[Mg+], [Cl-], [NH4+], C1CCOC1. The product is CSc1ncc(C#N)c(-c2cnc3c(C(C)(C)O)cccn23)n1. RXN SMILES: [Br-:23].[C:1]([CH3:2])(=[O:3])[c:4]1[c:5]2[n:6]([cH:7][cH:8][cH:9]1)[c:10](-[c:13]1[n:14][c:15]([S:21][CH3:22])[n:16][cH:17][c:18]1[C:19]#[N:20])[cH:11][n:12]2.[CH3:24][Mg+:25].[Cl-:26].[NH4+:27].[O:28]1[CH2:29][CH2:30][CH2:31][CH2:32]1>>[C:1]([CH3:2])([OH:3])([c:4]1[c:5]2[n:6]([cH:7][cH:8][cH:9]1)[c:10](-[c:13]1[n:14][c:15]([S:21][CH3:22])[n:16][cH:17][c:18]1[C:19]#[N:20])[cH:11][n:12]2)[CH3:24]. The reactants are [Na] (Sodium), CO (methanol), COC1=CC=C(C=C1)C=1N=C(N=NC1C1=CC=C(C=C1)OC)SC (5,6-bis(4-methoxyphenyl)-3-methylthio-1,2,4-triazine), CO (methanol). Solvent: C(C)OCC (diethyl ether). Product: COC=1N=NC(=C(N1)C1=CC=C(C=C1)OC)C1=CC=C(C=C1)OC (3-methoxy-5,6-bis(4-methoxyphenyl)-1,2,4-triazine). As a reaction SMILES: [Na].[CH3:2][O:3][C:4]1[CH:9]=[CH:8][C:7]([C:10]2[N:11]=[C:12](SC)[N:13]=[N:14][C:15]=2[C:16]2[CH:21]=[CH:20][C:19]([O:22][CH3:23])=[CH:18][CH:17]=2)=[CH:6][CH:5]=1.[CH3:26][OH:27]>C(OCC)C>[CH3:26][O:27][C:12]1[N:13]=[N:14][C:15]([C:16]2[CH:21]=[CH:20][C:19]([O:22][CH3:23])=[CH:18][CH:17]=2)=[C:10]([C:7]2[CH:8]=[CH:9][C:4]([O:3][CH3:2])=[CH:5][CH:6]=2)[N:11]=1 |^1:0|. Reported procedure: Sodium, 3.0 g. (0.13 mole), was added piecewise under a nitrogen atmosphere to 100 ml. of dry methanol, followed by the addition of a slurry of 31.6 g. (0.1 mole) of 5,6-bis(4-methoxyphenyl)-3-methylthio-1,2,4-triazine in methanol. The reaction mixture was heated at reflux overnight. The reaction mixture was cooled and filtered. The filter cake and filtrate were extracted with diethyl ether. The diethyl ether was concentrated, giving a solid, m.p. >220° C. The solid was taken up in diethyl ether... Starting materials: O=C(CC(=O)c1ccc(Cl)cc1)c1ccc(Cl)cc1, O=C(O)c1ccncc1Cl. The product is O=C(Cc1cnccc1C(=O)O)c1ccc(Cl)cc1. As a reaction SMILES: [Cl:11][c:12]1[cH:13][cH:14][c:15]([C:18]([CH2:19][C:20]([c:21]2[cH:22][cH:23][c:24]([Cl:25])[cH:26][cH:27]2)=[O:28])=[O:29])[cH:16][cH:17]1.[Cl:1][c:2]1[c:3]([C:4](=[O:5])[OH:6])[cH:7][cH:8][n:9][cH:10]1>>[c:2]1([CH2:19][C:18]([c:15]2[cH:14][cH:13][c:12]([Cl:11])[cH:17][cH:16]2)=[O:29])[c:3]([C:4](=[O:5])[OH:6])[cH:7][cH:8][n:9][cH:10]1. Run in C1(=CC=CC=C1)C (toluene). The product is [I-].C(C)[P+](C1=C(C=CC=C1)C)(C1=C(C=CC=C1)C)C1=C(C=CC=C1)C (Ethyltri-o-tolyl Phosphonium Iodide). As a reaction SMILES: [C:1]1([CH3:22])[CH:6]=[CH:5][CH:4]=[CH:3][C:2]=1[P:7]([C:15]1[CH:20]=[CH:19][CH:18]=[CH:17][C:16]=1[CH3:21])[C:8]1[CH:13]=[CH:12][CH:11]=[CH:10][C:9]=1[CH3:14].[CH2:23]([I:25])[CH3:24].P(=O)(O)(O)O>C1(C)C=CC=CC=1>[I-:25].[CH2:23]([P+:7]([C:15]1[CH:20]=[CH:19][CH:18]=[CH:17][C:16]=1[CH3:21])([C:8]1[CH:13]=[CH:12][CH:11]=[CH:10][C:9]=1[CH3:14])[C:2]1[CH:3]=[CH:4][CH:5]=[CH:6][C:1]=1[CH3:22])[CH3:24] |f:4.5|. Procedure: Into a 50 milliliter glass reactor equipped with a thermometer connected to a temperature controller, a heating mantle, a condenser and a magnetic stirring bar, is charged 5 gms (0.0164 mole) of tri-o-tolyl phosphine and 23 gms of toluene. The slurry is heated to 27° C. then 3.08 gms (0.0197 mole) of ethyl iodide is added. This reaction mass is heated to 70° C. and maintained for 15 hours, then cooled to 26° C. and the resulting phosphonium salt collected by filtration. The salt is washed with 6... Run at temperature 27 celsius. Starting materials: C(C)I (ethyl iodide), C1(=C(C=CC=C1)P(C1=C(C=CC=C1)C)C1=C(C=CC=C1)C)C (tri-o-tolyl phosphine), P(O)(O)(O)=O (phosphoric acid). Starting materials: O=C([O-])[O-], CN(C)C=O, ClCc1ccc2ccccc2n1, Cl, [K+], [K+], O, COC(=O)c1cc(O)no1. The product is COC(=O)c1cc(OCc2ccc3ccccc3n2)no1. As a reaction SMILES: [C:24](=[O:25])([O-:26])[O-:27].[CH3:30][N:31]([CH3:32])[CH:33]=[O:34].[Cl:12][CH2:13][c:14]1[n:15][c:16]2[cH:17][cH:18][cH:19][cH:20][c:21]2[cH:22][cH:23]1.[ClH:11].[K+:28].[K+:29].[OH2:35].[OH:1][c:2]1[n:3][o:4][c:5]([C:7](=[O:8])[O:9][CH3:10])[cH:6]1>>[O:1]([c:2]1[n:3][o:4][c:5]([C:7](=[O:8])[O:9][CH3:10])[cH:6]1)[CH2:13][c:14]1[n:15][c:16]2[cH:17][cH:18][cH:19][cH:20][c:21]2[cH:22][cH:23]1. The reactants are COC([C@@H](NC(C(F)(F)F)=O)CC1=CC(=C(C(=C1)Cl)OCCC=1N=C(OC1)C1=CC(=CC=C1)OCC1=CC=CC=C1)Cl)=O (O-[2-[2-(3-benzyloxyphenyl)-oxazol-4-yl]ethyl]-3,5-dichloro-N-trifluoroacetyl-L-tyrosine methyl ester), Cl (hydrochloric acid). Yield: 53.0%. Product: ClC=1C=C(C[C@H](N)C(=O)O)C=C(C1OCCC=1N=C(OC1)C1=CC(=CC=C1)O)Cl (3,5-dichloro-O-[2-[2-(3-hydroxyphenyl)-oxazol-4-yl]ethyl]-L-tyrosine). Reaction SMILES: C[O:2][C:3](=[O:43])[C@H:4]([CH2:12][C:13]1[CH:18]=[C:17]([Cl:19])[C:16]([O:20][CH2:21][CH2:22][C:23]2[N:24]=[C:25]([C:28]3[CH:33]=[CH:32][CH:31]=[C:30]([O:34]CC4C=CC=CC=4)[CH:29]=3)[O:26][CH:27]=2)=[C:15]([Cl:42])[CH:14]=1)[NH:5]C(=O)C(F)(F)F.Cl>C(O)(=O)C>[Cl:19][C:17]1[CH:18]=[C:13]([CH:14]=[C:15]([Cl:42])[C:16]=1[O:20][CH2:21][CH2:22][C:23]1[N:24]=[C:25]([C:28]2[CH:33]=[CH:32][CH:31]=[C:30]([OH:34])[CH:29]=2)[O:26][CH:27]=1)[CH2:12][C@@H:4]([C:3]([OH:43])=[O:2])[NH2:5]. Procedure details: A mixture of O-[2-[2-(3-benzyloxyphenyl)-oxazol-4-yl]ethyl]-3,5-dichloro-N-trifluoroacetyl-L-tyrosine methyl ester (316 mg, 0.496 mmol), hydrochloric acid (3 ml) and acetic acid (1.5 ml) was heated under reflux for 6 hrs. The reaction mixture was cooled to room temperature and the solvent was distilled off under reduced pressure. Water (30 ml) was added to the residue and the mixture was adjusted to pH 4-5 with 10% aqueous sodium hydroxide. The precipitates were collected by filtration, washed w... Solvent: C(C)(=O)O (acetic acid).